The task is: describe an organic reaction: reactants, conditions, products, and yield. This data is from the Open Reaction Database (ORD), a public repository of structured organic reaction records. Starting materials: COC=1C=C(C=CC1OCC)C1=NNC(SC1CC)=O (5-(3-methoxy-4-ethoxyphenyl)-6-ethyl-3,6-dihydro-1,3,4-thiadiazin-2-one), ClCCCN1CCCC1 (1-chloro-3-pyrrolidinopropane). Product: N1(CCCC1)CCCN1C(SC(C(=N1)C1=CC(=C(C=C1)OC)OC)CC)=O (3-pyrrolidinopropyl-5-(3,4-dimethoxyphenyl)-6-ethyl-3,6-dihydro-1,3,4-thiadiazin-2-one). Reaction SMILES: [CH3:1][O:2][C:3]1[CH:4]=[C:5]([C:12]2[CH:17]([CH2:18][CH3:19])[S:16][C:15](=[O:20])[NH:14][N:13]=2)[CH:6]=[CH:7][C:8]=1[O:9][CH2:10]C.Cl[CH2:22][CH2:23][CH2:24][N:25]1[CH2:29][CH2:28][CH2:27][CH2:26]1>>[N:25]1([CH2:24][CH2:23][CH2:22][N:14]2[N:13]=[C:12]([C:5]3[CH:6]=[CH:7][C:8]([O:9][CH3:10])=[C:3]([O:2][CH3:1])[CH:4]=3)[CH:17]([CH2:18][CH3:19])[S:16][C:15]2=[O:20])[CH2:29][CH2:28][CH2:27][CH2:26]1. Procedure details: of 5-(3-methoxy-4-ethoxyphenyl)-6-ethyl-3,6-dihydro-1,3,4-thiadiazin-2-one with 1-chloro-3-pyrrolidinopropane: Starting materials: C(C)(=O)[O-].[Na+] (sodium acetate), B(Cl)(Cl)Cl (boron trichloride), C(=O)C1=C(OCCCCC(=O)O)C=CC=C1OC (5-(2-Formyl-3-methoxyphenoxy)pentanoic acid). The solvent is ClCCl (dichloromethane), C(Cl)(Cl)Cl.CO (chloroform methanol), ClCCl (dichloromethane), C(C)(=O)OCC (ethyl acetate). Reaction conditions: temperature -70 celsius. The product is C(=O)C1=C(OCCCCC(=O)O)C=CC=C1O (5-(2-formyl-3-hydroxyphenoxy)pentanoic acid). RXN SMILES: [CH:1]([C:3]1[C:16]([O:17]C)=[CH:15][CH:14]=[CH:13][C:4]=1[O:5][CH2:6][CH2:7][CH2:8][CH2:9][C:10]([OH:12])=[O:11])=[O:2].B(Cl)(Cl)Cl.C([O-])(=O)C.[Na+]>ClCCl.C(OCC)(=O)C.C(Cl)(Cl)Cl.CO>[CH:1]([C:3]1[C:16]([OH:17])=[CH:15][CH:14]=[CH:13][C:4]=1[O:5][CH2:6][CH2:7][CH2:8][CH2:9][C:10]([OH:12])=[O:11])=[O:2] |f:2.3,6.7|. Procedure details: 5-(2-Formyl-3-methoxyphenoxy)pentanoic acid (504 mg., 0.002 M) was dissolved in anhydrous dichloromethane (20 ml.) and cooled to -70° C., with stirring. A solution of boron trichloride in anhydrous dichloromethane (0.25 g/ml., 3.76 ml., 0.94 g, 0.008 M) was added dropwise over 10 mins. and the mixture stirred at -70° C. (15 mins). The reaction mixture was allowed to reach ambient temperature and stirred at that temperature (1.25 hrs). After cooling to 10° C., 10% sodium acetate solution (15 ml.)... The solvent is CCOCC (ether). Reported procedure: Suspension of 2,7-dibromonaphthalene (61.4 g, 0.21 mole) in ether (400 ml) was cooled to −30° C., and n-BuLi (1.6M in hexane, 135 ml, 0.21 mole) was added. Reaction mixture was allowed to warm to room temperature, stirred for additional 2.5 h, cooled to −30° C., and CH3I (13.5 ml, 0.21 mole) was added. Reaction mixture was allowed to warm to room temperature, stirred for additional 16 h, treated by water (100 ml). Organic layer was separated, water layer was extracted by ether (6×100 ml). Combin... Reaction SMILES: Br[C:2]1[CH:11]=[CH:10][C:9]2[C:4](=[CH:5][C:6]([Br:12])=[CH:7][CH:8]=2)[CH:3]=1.[Li][CH2:14]CCC.CI.O>CCOCC>[Br:12][C:6]1[CH:7]=[CH:8][C:9]2[C:4](=[CH:3][C:2]([CH3:14])=[CH:11][CH:10]=2)[CH:5]=1. The reactants are O (water), BrC1=CC2=CC(=CC=C2C=C1)Br (2,7-dibromonaphthalene), CI (CH3I), [Li]CCCC (n-BuLi). The product is BrC1=CC2=CC(=CC=C2C=C1)C (2-Bromo-7-methylnaphthalene). Conditions: temperature -30 celsius, time 2.5 hour. The reactants are BrC=1C=C(C(=O)O)C=CC1Cl (3-bromo-4-chlorobenzoic acid), C([O-])([O-])=O.[Cs+].[Cs+] (cesium carbonate), ICC (iodoethane). The solvent is C(C)#N (acetonitrile). Yields the product BrC=1C=C(C(=O)OCC)C=CC1Cl (ethyl 3-bromo-4-chlorobenzoate). The yield is 104.3%. Reaction SMILES: [Br:1][C:2]1[CH:3]=[C:4]([CH:8]=[CH:9][C:10]=1[Cl:11])[C:5]([OH:7])=[O:6].C(=O)([O-])[O-].[Cs+].[Cs+].I[CH2:19][CH3:20]>C(#N)C>[Br:1][C:2]1[CH:3]=[C:4]([CH:8]=[CH:9][C:10]=1[Cl:11])[C:5]([O:7][CH2:19][CH3:20])=[O:6] |f:1.2.3|. Procedure details: To a solution of 3-bromo-4-chlorobenzoic acid (3.00 g, 12.74 mmol) and cesium carbonate (6.23 g, 19.11 mmol) in acetonitrile (70 mL) was added iodoethane (5.1 mL, 63.7 mmol). The reaction mixture was heated at reflux overnight. After cooling to room temperature, the solution was extracted with ethyl acetate. The organic layer was washed successively with water and brine, dried over anhydrous magnesium sulfate, filtered and evaporated. Choromatography on silica gel (biotage, 5% EtOAc in hexane) a... Starting materials: COC1=CC=C(C=N1)C1(CCC2(OCCO2)CC1)O (8-(6-Methoxy-pyridin-3-yl)-1,4-dioxa-spiro[4.5]decan-8-ol), Cl (HCl), [OH-].[Na+] (NaOH). The solvent is C1CCOC1 (THF). Reaction conditions: time 8 hour. The product is OC1(CCC(CC1)=O)C=1C=NC(=CC1)OC (4-Hydroxy-4-(6-methoxy-pyridin-3-yl)-cyclohexanone). RXN SMILES: [CH3:1][O:2][C:3]1[N:8]=[CH:7][C:6]([C:9]2([OH:19])[CH2:18][CH2:17][C:12]3(OCC[O:13]3)[CH2:11][CH2:10]2)=[CH:5][CH:4]=1.Cl.[OH-].[Na+]>C1COCC1>[OH:19][C:9]1([C:6]2[CH:7]=[N:8][C:3]([O:2][CH3:1])=[CH:4][CH:5]=2)[CH2:18][CH2:17][C:12](=[O:13])[CH2:11][CH2:10]1 |f:2.3|. Procedure details: To a solution of the ketal of step D (11.5 g, 43.3 mmol) in THF (100 mL) was added 3N HCl (75 mL) and the solution stirred overnight at rt. The pH of the solution was adjusted to ˜11 by the addition of 3N NaOH solution. After removal of most of the THF by rotary evaporation, the aqueous was extracted with CH2Cl2 (3×). The combined extracts were dried (MgSO4), filtered, and concentrated to give the title compound as a yellow solid; yield 8.2 g, 37.1 mmol, 86%; 1H NMR (CDCl3) δ 8.26 (s, 1H), 7.75 ... The reactants are ClC1=CC(=NC=C1)C1(CCN(CC1)C(=O)OC(C)(C)C)O (tert-butyl 4-(4-chloropyridin-2-yl)-4-hydroxypiperidine-1-carboxylate), COCCN(CCOC)S(F)(F)F (bis(2-methyoxyethyl)aminosulfur trifluoride). Solvent: C(Cl)Cl (CH2Cl2). Run at temperature -40 celsius. The product is ClC1=CC(=NC=C1)C1(CCN(CC1)C(=O)OC(C)(C)C)F (tert-butyl 4-(4-chloropyridin-2-yl)-4-fluoropiperidine-1-carboxylate). Reaction SMILES: [Cl:1][C:2]1[CH:7]=[CH:6][N:5]=[C:4]([C:8]2(O)[CH2:13][CH2:12][N:11]([C:14]([O:16][C:17]([CH3:20])([CH3:19])[CH3:18])=[O:15])[CH2:10][CH2:9]2)[CH:3]=1.COCCN(S(F)(F)[F:32])CCOC>C(Cl)Cl>[Cl:1][C:2]1[CH:7]=[CH:6][N:5]=[C:4]([C:8]2([F:32])[CH2:13][CH2:12][N:11]([C:14]([O:16][C:17]([CH3:20])([CH3:19])[CH3:18])=[O:15])[CH2:10][CH2:9]2)[CH:3]=1. Reported procedure: To a solution of tert-butyl 4-(4-chloropyridin-2-yl)-4-hydroxypiperidine-1-carboxylate (C3) (0.600 g, 1.92 mmol) in CH2Cl2 (10 mL) cooled to −78° C. was added bis(2-methyoxyethyl)aminosulfur trifluoride (Deoxofluor, 0.71 mL, 3.8 mmol). The reaction was slowly warmed to −40° C. over 3 h, then quenched with water (5 mL) and warmed to RT. The mixture was extracted with CH2Cl2 (2×) and the combined organic fractions were washed with brine, dried over sodium sulfate, filtered, and concentrated in vac... Starting materials: C(C)(C)(C)OC(NC1=C(C=C(C=C1)C1=NC=CC=C1)NC(CC(=O)C1=CC(=CC=C1)C#N)=O)=O ({2-[3-(3-cyano-phenyl)-3-oxo-propionylamino]-4-pyridin-2-yl-phenyl}-carbamic acid tert.-butyl ester), C(=O)(C(F)(F)F)O (TFA). The solvent is C(Cl)Cl (CH2Cl2). The product is O=C1NC2=C(N=C(C1)C=1C=C(C#N)C=CC1)C=CC(=C2)C2=NC=CC=C2 (3-(4-Oxo-7-pyridin-2-yl-4,5-dihydro-3H-benzo[b][1,4]diazepin-2-yl)-benzonitrile). Reaction SMILES: C(OC(=O)[NH:7][C:8]1[CH:13]=[CH:12][C:11]([C:14]2[CH:19]=[CH:18][CH:17]=[CH:16][N:15]=2)=[CH:10][C:9]=1[NH:20][C:21](=[O:33])[CH2:22][C:23]([C:25]1[CH:30]=[CH:29][CH:28]=[C:27]([C:31]#[N:32])[CH:26]=1)=O)(C)(C)C.C(O)(C(F)(F)F)=O>C(Cl)Cl>[O:33]=[C:21]1[CH2:22][C:23]([C:25]2[CH:26]=[C:27]([CH:28]=[CH:29][CH:30]=2)[C:31]#[N:32])=[N:7][C:8]2[CH:13]=[CH:12][C:11]([C:14]3[CH:19]=[CH:18][CH:17]=[CH:16][N:15]=3)=[CH:10][C:9]=2[NH:20]1. Procedure details: Prepared from {2-[3-(3-cyano-phenyl)-3-oxo-propionylamino]-4-pyridin-2-yl-phenyl}-carbamic acid tert.-butyl ester (Example K13) by treatment with TFA in CH2Cl2 according to the general procedure M. Obtained as a brown powder (29 mg).